From a dataset of the Open Reaction Database (ORD), a public repository of structured organic reaction records. describe an organic reaction: reactants, conditions, products, and yield Starting materials: CCCCCC(CC(=O)Nc1cc(C(=O)OC)ccc1C(C)(C)C)c1ccc(C)cc1OC, CO, [Na+], [OH-]. Product: CCCCCC(CC(=O)Nc1cc(C(=O)O)ccc1C(C)(C)C)c1ccc(C)cc1OC. RXN SMILES: [C:3]([CH3:4])([CH3:5])([CH3:6])[c:7]1[c:8]([NH:17][C:18]([CH2:19][CH:20]([CH2:21][CH2:22][CH2:23][CH2:24][CH3:25])[c:26]2[c:27]([O:33][CH3:34])[cH:28][c:29]([CH3:32])[cH:30][cH:31]2)=[O:35])[cH:9][c:10]([C:13](=[O:14])[O:15][CH3:16])[cH:11][cH:12]1.[CH3:36][OH:37].[Na+:2].[OH-:1]>>[C:3]([CH3:4])([CH3:5])([CH3:6])[c:7]1[c:8]([NH:17][C:18]([CH2:19][CH:20]([CH2:21][CH2:22][CH2:23][CH2:24][CH3:25])[c:26]2[c:27]([O:33][CH3:34])[cH:28][c:29]([CH3:32])[cH:30][cH:31]2)=[O:35])[cH:9][c:10]([C:13](=[O:14])[OH:15])[cH:11][cH:12]1. Starting materials: C(CCCCCCCCCCCCCCCCC)(=O)C1=C(O)C=CC(=C1)O (n-octadecanoylhydroquinone), C(CC)(=O)O (propionic acid), S(O)(O)(=O)=O (sulfuric acid). Conditions: temperature 140 celsius. Yields the product C(CCCCCCCCCCCCCCCCC)C1=C(C=CC(=C1)OC(CC)=O)O (2-n-octadecyl-4-propionyloxyphenol). Yield: 39.8%. RXN SMILES: [C:1]([C:20]1[CH:26]=[C:25]([OH:27])[CH:24]=[CH:23][C:21]=1[OH:22])(=O)[CH2:2][CH2:3][CH2:4][CH2:5][CH2:6][CH2:7][CH2:8][CH2:9][CH2:10][CH2:11][CH2:12][CH2:13][CH2:14][CH2:15][CH2:16][CH2:17][CH3:18].[C:28](O)(=[O:31])[CH2:29][CH3:30].S(=O)(=O)(O)O>>[CH2:1]([C:20]1[CH:26]=[C:25]([O:27][C:28](=[O:31])[CH2:29][CH3:30])[CH:24]=[CH:23][C:21]=1[OH:22])[CH2:2][CH2:3][CH2:4][CH2:5][CH2:6][CH2:7][CH2:8][CH2:9][CH2:10][CH2:11][CH2:12][CH2:13][CH2:14][CH2:15][CH2:16][CH2:17][CH3:18]. Procedure: To 5.2 g of n-octadecanoylhydroquinone and 6.0 g of anhydrous propionic acid were added 1.5 ml of concentrated sulfuric acid and thereafter the mixture was heated on an oil bath at 140° C. for 15 minutes. After being allowed to be cooled, the mixture was added to ice and extracted with ethyl acetate. The extract was washed with water and dried. Purification through silica gel column chromatography [developing solvent: benzene/acetone (9:1)] gave 2.3 g of the end product having m.p. 75°-78° C. El...